From a dataset of the Open Reaction Database (ORD), a public repository of structured organic reaction records. describe an organic reaction: reactants, conditions, products, and yield The reactants are FC(CN1C(CC2=CC=CC=C12)=O)(F)F (1-(2,2,2-trifluoro-ethyl)-1,3-dihydro-indol-2-one), C(C)(=O)Cl (acetyl chloride), [Cl-].[Cl-].[Cl-].[Al+3] (aluminum trichloride). Solvent: C(=S)=S (carbon disulfide). Product: C(C)(=O)C=1C=C2CC(N(C2=CC1)CC(F)(F)F)=O (5-Acetyl-1-(2,2,2-trifluoro-ethyl)-1,3-dihydro-indol-2-one). As a reaction SMILES: [F:1][C:2]([F:15])([F:14])[CH2:3][N:4]1[C:12]2[C:7](=[CH:8][CH:9]=[CH:10][CH:11]=2)[CH2:6][C:5]1=[O:13].[C:16](Cl)(=[O:18])[CH3:17].[Cl-].[Cl-].[Cl-].[Al+3]>C(=S)=S>[C:16]([C:9]1[CH:8]=[C:7]2[C:12](=[CH:11][CH:10]=1)[N:4]([CH2:3][C:2]([F:1])([F:14])[F:15])[C:5](=[O:13])[CH2:6]2)(=[O:18])[CH3:17] |f:2.3.4.5|. Reported procedure: To a solution of 1-(2,2,2-trifluoro-ethyl)-1,3-dihydro-indol-2-one (2.0 g, 9.3 mmol) and acetyl chloride (0.86 mL, 12 mmol) in carbon disulfide (40 mL) was added aluminum trichloride (7.4 g, 56 mmol) by portions. The mixture was heated to reflux for 3 hours, then cooled. The liquid phase was decanted and the residue was quenched carefully with ice, then water. The solids were filtered, washed with water, dried and recrystallized from acetone/hexanes to give a pale pink solid, mp 170-171° C. Yiel... Starting materials: C(=O)C=1C(=C(N(C1)COCC[Si](C)(C)C)C)C(=O)OCC (ethyl 4-formyl-2-methyl-1-((2-(trimethylsilyl)ethoxy)methyl)-1H-pyrrole-3-carboxylate), [N+](=O)([O-])CC(=O)OCC (ethyl 2-nitroacetate), solution, ClCCl (dichloromethane), CN1CCOCC1 (4-methylmorpholine), [Cl-].[NH4+] (ammonium chloride). The reagents and catalysts are [Ti](Cl)(Cl)(Cl)Cl (Titanium(IV) chloride). Run in O1CCCC1 (tetrahydrofuran), O1CCCC1 (tetrahydrofuran), O1CCCC1 (tetrahydrofuran). Reaction conditions: time 15 minute. Yields the product C(C)OC(C(=CC=1C(=C(N(C1)COCC[Si](C)(C)C)C)C(=O)OCC)[N+](=O)[O-])=O (ethyl 4-(3-ethoxy-2-nitro-3-oxoprop-1-enyl)-2-methyl-1-((2-(trimethylsilyl)ethoxy)methyl)-1H-pyrrole-3-carboxylate). Reaction SMILES: ClCCl.[CH:4]([C:6]1[C:7]([C:20]([O:22][CH2:23][CH3:24])=[O:21])=[C:8]([CH3:19])[N:9]([CH2:11][O:12][CH2:13][CH2:14][Si:15]([CH3:18])([CH3:17])[CH3:16])[CH:10]=1)=O.[N+:25]([CH2:28][C:29]([O:31][CH2:32][CH3:33])=[O:30])([O-:27])=[O:26].CN1CCOCC1.[Cl-].[NH4+]>O1CCCC1.[Ti](Cl)(Cl)(Cl)Cl>[CH2:32]([O:31][C:29](=[O:30])[C:28]([N+:25]([O-:27])=[O:26])=[CH:4][C:6]1[C:7]([C:20]([O:22][CH2:23][CH3:24])=[O:21])=[C:8]([CH3:19])[N:9]([CH2:11][O:12][CH2:13][CH2:14][Si:15]([CH3:18])([CH3:17])[CH3:16])[CH:10]=1)[CH3:33] |f:4.5|. Reported procedure: A flask equipped with stirbar was charged with 4 mL tetrahydrofuran and cooled in an ice bath. Titanium(IV) chloride, 1M solution in dichloromethane (2.1 mL, 2.100 mmol) was added by syringe, providing a suspension. After 15 minutes, a solution of Example 93c (0.322 g, 1.034 mmol) and ethyl 2-nitroacetate (0.115 mL, 1.034 mmol) in tetrahydrofuran (0.5 mL) was added. After an additional 15 minutes, a solution of 4-methylmorpholine (0.45 mL, 4.09 mmol) in tetrahydrofuran (0.3 mL) was added dropwis... Starting materials: CC(C)(C)OC(=O)NC1CCCOCC=CC2CC2(C(=O)O)NC(=O)C2CC(OC(=O)N3Cc4cccc(F)c4C3)CN2C1=O, C1CCC2=NCCCN2CC1, Cc1ccccc1, NS(=O)(=O)C1CC1, [K+], O, O=S(=O)([O-])O, O=C(n1ccnc1)n1ccnc1. Product: CC(C)(C)OC(=O)NC1CCCOCC=CC2CC2(C(=O)NS(=O)(=O)C2CC2)NC(=O)C2CC(OC(=O)N3Cc4cccc(F)c4C3)CN2C1=O. As a reaction SMILES: [C:1]([CH3:2])([CH3:3])([CH3:4])[O:5][C:6](=[O:7])[NH:8][CH:9]1[C:10](=[O:45])[N:11]2[CH:12]([C:13](=[O:28])[NH:14][C:15]3([C:25](=[O:26])[OH:27])[CH:16]([CH:17]=[CH:18][CH2:19][O:20][CH2:21][CH2:22][CH2:23]1)[CH2:24]3)[CH2:29][CH:30]([O:32][C:33](=[O:34])[N:35]1[CH2:36][c:37]3[cH:38][cH:39][cH:40][c:41]([F:44])[c:42]3[CH2:43]1)[CH2:31]2.[CH2:65]1[CH2:66][CH2:67][C:68]2=[N:73][CH2:72][CH2:71][CH2:70][N:69]2[CH2:74][CH2:75]1.[CH3:82][c:83]1[cH:84][cH:85][cH:86][cH:87][cH:88]1.[CH:58]1([S:61](=[O:62])(=[O:63])[NH2:64])[CH2:59][CH2:60]1.[K+:81].[OH2:89].[S:76]([O-:77])([OH:78])(=[O:79])=[O:80].[n:46]1([C:47]([n:48]2[cH:49][cH:50][n:51][cH:52]2)=[O:53])[cH:54][cH:55][n:56][cH:57]1>>[C:1]([CH3:2])([CH3:3])([CH3:4])[O:5][C:6](=[O:7])[NH:8][CH:9]1[C:10](=[O:45])[N:11]2[CH:12]([C:13](=[O:28])[NH:14][C:15]3([C:25](=[O:26])[NH:64][S:61]([CH:58]4[CH2:59][CH2:60]4)(=[O:62])=[O:63])[CH:16]([CH:17]=[CH:18][CH2:19][O:20][CH2:21][CH2:22][CH2:23]1)[CH2:24]3)[CH2:29][CH:30]([O:32][C:33](=[O:34])[N:35]1[CH2:36][c:37]3[cH:38][cH:39][cH:40][c:41]([F:44])[c:42]3[CH2:43]1)[CH2:31]2. Reactants: CCOC(=O)C1(CCCc2cccc(C(F)(F)F)c2)CO1, [Na+], C1CCOC1, [OH-], O. The product is [Na+], O=C([O-])C1(CCCc2cccc(C(F)(F)F)c2)CO1. As a reaction SMILES: [CH2:1]([CH3:2])[O:3][C:4](=[O:5])[C:6]1([CH2:9][CH2:10][CH2:11][c:12]2[cH:13][c:14]([C:18]([F:19])([F:20])[F:21])[cH:15][cH:16][cH:17]2)[O:7][CH2:8]1.[Na+:23].[O:25]1[CH2:26][CH2:27][CH2:28][CH2:29]1.[OH-:22].[OH2:24]>>[Na+:23].[O:3]=[C:4]([O-:5])[C:6]1([CH2:9][CH2:10][CH2:11][c:12]2[cH:13][c:14]([C:18]([F:19])([F:20])[F:21])[cH:15][cH:16][cH:17]2)[O:7][CH2:8]1. Reactants: ON1C(CCCC1(C)C)(C)C (1-oxyl-2,2,6,6-tetramethylpiperidine), N(=O)OC(C)(C)C (tert-butyl nitrite), NC1=CC=C(C(=O)C2=CC=C(C=C2)N)C=C1 (4,4′-diaminobenzophenone). The solvent is N1=CC=CC=C1 (pyridine). Yields the product CC1(N(C(CCC1)(C)C)OC1=CC=C(C(=O)C2=CC=C(C=C2)ON2C(CCCC2(C)C)(C)C)C=C1)C (4,4′-Bis(2,2,6,6-tetramethylpiperidin-1-yloxy)benzophenone). The yield is 19.5%. Reaction SMILES: [OH:1][N:2]1[C:7]([CH3:9])([CH3:8])[CH2:6][CH2:5][CH2:4][C:3]1([CH3:11])[CH3:10].N(O[C:15]([CH3:18])([CH3:17])[CH3:16])=O.N[C:20]1[CH:34]=[CH:33][C:23]([C:24]([C:26]2[CH:31]=[CH:30][C:29](N)=[CH:28][CH:27]=2)=[O:25])=[CH:22][CH:21]=1>N1C=CC=CC=1>[CH3:10][C:3]1([CH3:11])[CH2:4][CH2:5][CH2:6][C:7]([CH3:9])([CH3:8])[N:2]1[O:1][C:20]1[CH:34]=[CH:33][C:23]([C:24]([C:26]2[CH:31]=[CH:30][C:29]([O:1][N:2]3[C:3]([CH3:11])([CH3:10])[CH2:4][CH2:5][CH2:18][C:15]3([CH3:16])[CH3:17])=[CH:28][CH:27]=2)=[O:25])=[CH:22][CH:21]=1. Procedure: The procedure of Example 1 is repeated using 1.95 g (12.5 mmol) of 1-oxyl-2,2,6,6-tetramethylpiperidine, 6.19 g (60 mmol) of tert-butyl nitrite, 7.6 mg (0.0125 mmol) of (S,S)-(+)-N,N-bis(3,5-di-tert-butylsalicylidene)-1,2-cyclohexanediaminocobalt(II), 80 mL of pyridine and 5.30 g (25 mmol) of 4,4′-diaminobenzophenone at 70° C. The crude product obtained is purified by vacuum flash chromatography (1% ethyl acetate in heptane) to give 0.6 g of the title compound as a yellow solid in 9.17% yield. T... The reactants are COC(=O)c1sc(-c2ccc(Cl)cc2)nc1CC(OC)OC, CCO, [Na+], [OH-]. Yields the product COC(Cc1nc(-c2ccc(Cl)cc2)sc1C(=O)O)OC. RXN SMILES: [CH3:1][O:2][C:3](=[O:4])[c:5]1[c:6]([CH2:17][CH:18]([O:19][CH3:20])[O:21][CH3:22])[n:7][c:8](-[c:10]2[cH:11][cH:12][c:13]([Cl:16])[cH:14][cH:15]2)[s:9]1.[CH3:25][CH2:26][OH:27].[Na+:24].[OH-:23]>>[O:2]=[C:3]([OH:4])[c:5]1[c:6]([CH2:17][CH:18]([O:19][CH3:20])[O:21][CH3:22])[n:7][c:8](-[c:10]2[cH:11][cH:12][c:13]([Cl:16])[cH:14][cH:15]2)[s:9]1.